Dataset: the Open Reaction Database (ORD), a public repository of structured organic reaction records. Task: describe an organic reaction: reactants, conditions, products, and yield Starting materials: COC(=O)C1(CC(=O)c2ccc(Br)cc2)CCOCC1, Cc1ccccc1, ClCCl, O=[N+]([O-])c1ccc(B(O)O)cc1, [Na+], [Na+], O=C([O-])[O-], C1COCCO1, O. Yields the product COC(=O)C1(CC(=O)c2ccc(-c3ccc([N+](=O)[O-])cc3)cc2)CCOCC1. As a reaction SMILES: [Br:1][c:2]1[cH:3][cH:4][c:5]([C:8]([CH2:9][C:10]2([C:16](=[O:17])[O:18][CH3:19])[CH2:11][CH2:12][O:13][CH2:14][CH2:15]2)=[O:20])[cH:6][cH:7]1.[CH3:49][c:50]1[cH:51][cH:52][cH:53][cH:54][cH:55]1.[Cl:39][CH2:40][Cl:41].[N+:21](=[O:22])([O-:23])[c:24]1[cH:25][cH:26][c:27]([B:30]([OH:31])[OH:32])[cH:28][cH:29]1.[Na+:33].[Na+:34].[O-:35][C:36](=[O:37])[O-:38].[O:43]1[CH2:44][CH2:45][O:46][CH2:47][CH2:48]1.[OH2:42]>>[c:2]1(-[c:27]2[cH:26][cH:25][c:24]([N+:21](=[O:22])[O-:23])[cH:29][cH:28]2)[cH:3][cH:4][c:5]([C:8]([CH2:9][C:10]2([C:16](=[O:17])[O:18][CH3:19])[CH2:11][CH2:12][O:13][CH2:14][CH2:15]2)=[O:20])[cH:6][cH:7]1. The reactants are C(C)(=O)NC1=C(C=C(C(=C1)[N+](=O)[O-])NC(C)=O)F (1,4-bisacetylamino-2-fluoro-5-nitrobenzene), Cl (hydrochloric acid), N (ammonia). The solvent is O (water). Run at temperature 60 celsius, time 1 hour. Yields the product NC1=C(C=C(C(=C1)F)N)[N+](=O)[O-] (1,4-diamino-5-fluoro-2-nitrobenzene). RXN SMILES: C([NH:4][C:5]1[CH:10]=[C:9]([N+:11]([O-:13])=[O:12])[C:8]([NH:14]C(=O)C)=[CH:7][C:6]=1[F:18])(=O)C.Cl.N>O>[NH2:14][C:8]1[CH:7]=[C:6]([F:18])[C:5]([NH2:4])=[CH:10][C:9]=1[N+:11]([O-:13])=[O:12]. Procedure: 166 g (0.65 mol) of the 1,4-bisacetylamino-2-fluoro-5-nitrobenzene prepared according to C. are heated at 98° C. together with 812 ml of water and 240 g of concentrated hydrochloric acid (36% strength), and the reaction mixture is stirred at this temperature for one hour. The mixture is then first cooled to 60° C., the pH is brought to 7.5 with 25% strength aqueous ammonia solution and the mixture is further cooled to 5° C. The product is now filtered off, washed twice with 75 ml of water each t... Starting materials: ClC(CCC1=CC=C(C=C1)F)C1=CC=C(C=C1)C#N (1-chloro-1-(4-cyanophenyl)3-(4-fluorophenyl)propane), [H-].[Na+] (NaH), CN(C)C=O (DMF), N1N=NN=C1 (Tetrazole). The solvent is O (Water). The product is C(#N)C1=CC=C(C=C1)C(CCC1=CC=C(C=C1)F)N1N=CN=N1 (2-[1-(4-cyanophenyl)-3-(4-fluorophenyl)propyl]tetrazole). As a reaction SMILES: [H-].[Na+].CN(C=O)C.[NH:8]1[CH:12]=[N:11][N:10]=[N:9]1.Cl[CH:14]([C:24]1[CH:29]=[CH:28][C:27]([C:30]#[N:31])=[CH:26][CH:25]=1)[CH2:15][CH2:16][C:17]1[CH:22]=[CH:21][C:20]([F:23])=[CH:19][CH:18]=1>O>[C:30]([C:27]1[CH:26]=[CH:25][C:24]([CH:14]([N:9]2[N:10]=[N:11][CH:12]=[N:8]2)[CH2:15][CH2:16][C:17]2[CH:18]=[CH:19][C:20]([F:23])=[CH:21][CH:22]=2)=[CH:29][CH:28]=1)#[N:31] |f:0.1|. Reported procedure: NaH (0.45 g of 55% suspension in mineral oil) is added to anhydrous DMF under nitrogen atmosphere. Tetrazole (1.1 g) is added and the mixture is gently heated for 20 minutes. The mixture is cooled to room temperature and 1-chloro-1-(4-cyanophenyl)3-(4-fluorophenyl)propane (1.53 g) is added. The reaction mixture is then heated for 6 hours. Water is added and the products are extracted into ethyl acetate. After drying and solvent evaporation the products are purified by flash chromatography. Eluti... Reactants: N1=CC=CC=C1 (Pyridine), NC(=S)N (thiourea), CO (MeOH), 3-chloro-2,4-pentadione. Reaction conditions: time 4 hour. Yields the product NC=1SC(=C(N1)C)C(C)=O (1-(2-amino-4-methyl-thiazol-5-yl)-ethanone). Reaction SMILES: [NH2:1][C:2]([NH2:4])=[S:3].N1[CH:10]=[CH:9][CH:8]=[CH:7][CH:6]=1.C[OH:12]>>[NH2:1][C:2]1[S:3][C:8]([C:9](=[O:12])[CH3:10])=[C:7]([CH3:6])[N:4]=1. Reported procedure: A mixture of thiourea (5.18 g, 0.068 mol) in dry MeOH (20 mL) was stirred and cooled on an ice bath. Pyridine (2 mL) was added, followed by 3-chloro-2,4-pentadione (9.15 g, 0.068 mol) dropwise. After completion of the addition the reaction mixture was allowed to warm to r. t. and stirring was continued for 4 h. The precipitates were filtered and washed with EtOAc to afford white solid 1-(2-amino-4-methyl-thiazol-5-yl)-ethanone. As a reaction SMILES: [C:1]1([NH:7][NH:8][C:9](=[O:21])[C:10]2[CH:15]=[CH:14][C:13]([Cl:16])=[C:12]([S:17](=[O:20])(=[O:19])[NH2:18])[CH:11]=2)[CH:6]=[CH:5][CH:4]=[CH:3][CH:2]=1.C(=O)(O)[O-].[Na+].[CH2:27](Br)[C:28]#[CH:29].C1(C)C=CC=CC=1>C(OCC)(=O)C.CN(C)P(=O)(N(C)C)N(C)C>[C:1]1([N:7]([C:27]#[C:28][CH3:29])[NH:8][C:9](=[O:21])[C:10]2[CH:15]=[CH:14][C:13]([Cl:16])=[C:12]([S:17](=[O:20])(=[O:19])[NH2:18])[CH:11]=2)[CH:2]=[CH:3][CH:4]=[CH:5][CH:6]=1 |f:1.2|. The product is C1(=CC=CC=C1)N(NC(C1=CC(=C(C=C1)Cl)S(N)(=O)=O)=O)C#CC (1-Phenyl-1-propynyl-2 -(3-sulfamoyl-4-chlorobenzoyl)-hydrazine). Reactants: C1(=CC=CC=C1)NNC(C1=CC(=C(C=C1)Cl)S(N)(=O)=O)=O (1-Phenyl-2-(3-sulfamoyl-4-chlorobenzoyl)-hydrazine), C(C#C)Br (propargyl bromide), C1(=CC=CC=C1)C (toluene), C([O-])(O)=O.[Na+] (sodium bicarbonate), C(C#C)Br (propargyl bromide), C1(=CC=CC=C1)C (toluene). Procedure: In a three necked 1 liter round bottom reaction vessel equipped with a mechanical stirrer and reflux condenser were placed 97.5 g (0.3 mol) of the compound of Example 8 and 200 ml of hexamethylphosphoric-triamide. The mixture was heating with stirring under nitrogen at 80°-90° C. till the solid dissolved. To this solution was added with stirring 252 g (3 mol) sodium bicarbonate powder. Over a period of about 0.5 hour 29.4 ml of an 80% w/w solution of propargyl bromide in toluene (0.315 mol propa... Solvent: CN(P(N(C)C)(N(C)C)=O)C (hexamethylphosphoric-triamide), C(C)(=O)OCC (ethyl acetate). Run at time 21 hour. Starting materials: OC(=O)C(F)(F)F.N1(CCNCC1)CC=1N=NC=2C(N1)=C(N=C(N2)N)N (3-Piperazin-1-ylmethyl-pyrimido[5,4-e][1,2,4]triazine-5,7-diamine TFA salt), BrC=1C=C(CBr)C=CC1 (m-bromobenzyl bromide), CC#N.O (CH3CN H2O), C([O-])([O-])=O.[K+].[K+] (potassium carbonate). Run in CN(C)C=O (DMF). Reaction conditions: time 24 hour. The product is BrC=1C=C(CN2CCN(CC2)CC=2N=NC=3C(N2)=C(N=C(N3)N)N)C=CC1 (3-[4-(3-Bromo-benzyl)-piperazin-1-ylmethyl]-pyrimido[5,4-e][1,2,4]triazine-5,7-diamine). Yield: 43.6%. Reaction SMILES: OC(C(F)(F)F)=O.[N:8]1([CH2:14][C:15]2[N:16]=[N:17][C:18]3[C:19](=[C:21]([NH2:26])[N:22]=[C:23]([NH2:25])[N:24]=3)[N:20]=2)[CH2:13][CH2:12][NH:11][CH2:10][CH2:9]1.[Br:27][C:28]1[CH:29]=[C:30]([CH:33]=[CH:34][CH:35]=1)[CH2:31]Br.C(=O)([O-])[O-].[K+].[K+].CC#N.O>CN(C=O)C>[Br:27][C:28]1[CH:29]=[C:30]([CH:33]=[CH:34][CH:35]=1)[CH2:31][N:11]1[CH2:12][CH2:13][N:8]([CH2:14][C:15]2[N:16]=[N:17][C:18]3[C:19](=[C:21]([NH2:26])[N:22]=[C:23]([NH2:25])[N:24]=3)[N:20]=2)[CH2:9][CH2:10]1 |f:0.1,3.4.5,6.7|. Procedure: To a stirred solution of 3-Piperazin-1-ylmethyl-pyrimido[5,4-e][1,2,4]triazine-5,7-diamine TFA salt 5 (50 mg; 0.08 mmol; prepared in EXAMPLE 4) in dry DMF (1.0 mL) was added m-bromobenzyl bromide (34 mg; 0.14 mmol) followed by potassium carbonate (55 mg; 0.40 mmol). The mixture was allowed to stir for 24 h at room temperature then taken up into CH3CN/H2O/0.1% TFA. The mixture was purified by reverse phase HPLC (Rainin C18, 0% CH3CN to 50% CH3CN gradient, CH3CN/H2O, 0.1% TFA) and the bright yello... The reactants are CN1C=CC2=CC(=CC=C12)NC1=C(C=NC=2N1N=CC2C(=O)O)C(=O)N2CCC(CC2)C2=CC=CC=C2 (7-(1-Methyl-5-indolylamino)-6-(4-phenylpiperidine-1-carbonyl)pyrazolo[1,5-a]pyrimidine-3-carboxylic acid), C(C)S(=O)(=O)N (ethanesulfonamide). Product: CN1C=CC2=CC(=CC=C12)NC1=C(C=NC=2N1N=CC2C(=O)NS(=O)(=O)CC)C(=O)N2CCC(CC2)C2=CC=CC=C2 (N-[7-(1-Methyl-5-indolylamino)-6-(4-phenylpiperidine-1-carbonyl)pyrazolo[1,5-a]pyrimidine-3-carbonyl]ethanesulfonamide). Isolated yield 47.8%. As a reaction SMILES: [CH3:1][N:2]1[C:10]2[C:5](=[CH:6][C:7]([NH:11][C:12]3[N:17]4[N:18]=[CH:19][C:20]([C:21]([OH:23])=O)=[C:16]4[N:15]=[CH:14][C:13]=3[C:24]([N:26]3[CH2:31][CH2:30][CH:29]([C:32]4[CH:37]=[CH:36][CH:35]=[CH:34][CH:33]=4)[CH2:28][CH2:27]3)=[O:25])=[CH:8][CH:9]=2)[CH:4]=[CH:3]1.[CH2:38]([S:40]([NH2:43])(=[O:42])=[O:41])[CH3:39]>>[CH3:1][N:2]1[C:10]2[C:5](=[CH:6][C:7]([NH:11][C:12]3[N:17]4[N:18]=[CH:19][C:20]([C:21]([NH:43][S:40]([CH2:38][CH3:39])(=[O:42])=[O:41])=[O:23])=[C:16]4[N:15]=[CH:14][C:13]=3[C:24]([N:26]3[CH2:27][CH2:28][CH:29]([C:32]4[CH:37]=[CH:36][CH:35]=[CH:34][CH:33]=4)[CH2:30][CH2:31]3)=[O:25])=[CH:8][CH:9]=2)[CH:4]=[CH:3]1. Reported procedure: In the same manner as in Example 1, step 6 and using 7-(1-methyl-5-indolylamino)-6-(4-phenylpiperidine-1-carbonyl)pyrazolo[1,5-a]pyrimidine-3-carboxylic acid (0.05 g, 0.10 mmol) obtained in step 2 and ethanesulfonamide (0.065 g, 0.6 mmol), the title compound (0.028 g, 47%) was obtained. Reactants: NC1=CC(=C(OC=2C(=CC(=C(C2)NC(C(F)(F)F)=O)F)Cl)C=C1)C#N (N-[5-(4-amino-2-cyanophenoxy)-4-chloro-2-fluorophenyl]-2,2,2-trifluoroacetamide), [S-]C#N.[K+] (potassium thiocyanate), BrBr (bromine). Run in C(C)(=O)O (acetic acid), C(C)(=O)O (acetic acid). Conditions: time 10 minute. The product is NC=1SC2=C(N1)C=CC(=C2C#N)OC=2C(=CC(=C(C2)NC(C(F)(F)F)=O)F)Cl (N-{5-[(2-amino-7-cyano-1,3-benzothiazol-6-yl)oxy]-4-chloro-2-fluorophenyl}-2,2,2-trifluoroacetamide). The yield is 61.5%. Reaction SMILES: [NH2:1][C:2]1[CH:23]=[CH:22][C:5]([O:6][C:7]2[C:8]([Cl:21])=[CH:9][C:10]([F:20])=[C:11]([NH:13][C:14](=[O:19])[C:15]([F:18])([F:17])[F:16])[CH:12]=2)=[C:4]([C:24]#[N:25])[CH:3]=1.[S-:26][C:27]#[N:28].[K+].BrBr>C(O)(=O)C>[NH2:28][C:27]1[S:26][C:3]2[C:4]([C:24]#[N:25])=[C:5]([O:6][C:7]3[C:8]([Cl:21])=[CH:9][C:10]([F:20])=[C:11]([NH:13][C:14](=[O:19])[C:15]([F:16])([F:17])[F:18])[CH:12]=3)[CH:22]=[CH:23][C:2]=2[N:1]=1 |f:1.2|. Procedure: To a solution of N-[5-(4-amino-2-cyanophenoxy)-4-chloro-2-fluorophenyl]-2,2,2-trifluoroacetamide (1.0 g, 2.68 mmol) in acetic acid (20 mL) was added potassium thiocyanate (1.3 g, 13.4 mmol), and the mixture was stirred at room temperature for 10 min. A solution of bromine (513 mg, 3.21 mmol) in acetic acid (10 mL) was slowly added dropwise to the obtained solution. After the completion of the dropwise addition, the mixture was stirred at room temperature for 12 hr. The resulting yellow insoluble... Starting materials: BrCC=C1c2ccccc2OCOc2ccccc21, O=C([O-])[O-], CN(C)C=O, [K+], [K+], CCOC(=O)C(Cc1ccc(O)cc1)OCC, c1ccccc1. Product: CCOC(=O)C(Cc1ccc(OCC=C2c3ccccc3OCOc3ccccc32)cc1)OCC. Reaction SMILES: [Br:18][CH2:19][CH:20]=[C:21]1[c:22]2[c:23]([cH:33][cH:34][cH:35][cH:36]2)[O:24][CH2:25][O:26][c:27]2[c:28]1[cH:29][cH:30][cH:31][cH:32]2.[C:37](=[O:38])([O-:39])[O-:40].[CH3:43][N:44]([CH3:45])[CH:46]=[O:47].[K+:41].[K+:42].[OH:1][c:2]1[cH:3][cH:4][c:5]([CH2:8][CH:9]([C:10](=[O:11])[O:12][CH2:13][CH3:14])[O:15][CH2:16][CH3:17])[cH:6][cH:7]1.[cH:48]1[cH:49][cH:50][cH:51][cH:52][cH:53]1>>[O:1]([c:2]1[cH:3][cH:4][c:5]([CH2:8][CH:9]([C:10](=[O:11])[O:12][CH2:13][CH3:14])[O:15][CH2:16][CH3:17])[cH:6][cH:7]1)[CH2:19][CH:20]=[C:21]1[c:22]2[c:23]([cH:33][cH:34][cH:35][cH:36]2)[O:24][CH2:25][O:26][c:27]2[c:28]1[cH:29][cH:30][cH:31][cH:32]2. Starting materials: C1(=CC=CC=C1)P(C1=CC=CC=C1)C1=CC=CC=C1 (triphenylphosphine), CN1C=C(C2=CC=CC=C12)CCO (1-methyl-3-(2-hydroxyethyl)indole), C(Br)(Br)(Br)Br (CBr4). The solvent is C(C)#N (acetonitrile), C(C)#N (acetonitrile), C(C)#N (acetonitrile). Conditions: temperature 0 celsius. Yields the product BrCCC1=CN(C2=CC=CC=C12)C (3-(2-Bromoethyl)-1-methylindole). The yield is 73.0%. Reaction SMILES: [CH3:1][N:2]1[C:10]2[C:5](=[CH:6][CH:7]=[CH:8][CH:9]=2)[C:4]([CH2:11][CH2:12]O)=[CH:3]1.C(Br)(Br)(Br)[Br:15].C1(P(C2C=CC=CC=2)C2C=CC=CC=2)C=CC=CC=1>C(#N)C>[Br:15][CH2:12][CH2:11][C:4]1[C:5]2[C:10](=[CH:9][CH:8]=[CH:7][CH:6]=2)[N:2]([CH3:1])[CH:3]=1. Reported procedure: To a solution of 1-methyl-3-(2-hydroxyethyl)indole (4.00 g,0.023 mol) in 50 mL of acetonitrile at -20° C. under Ar was added a solution of CBr4 (10.16 g, 0.031 mol) in 25 mL of acetonitrile, followed by a solution of triphenylphosphine (8.00 g, 0.031 mol) in 125 mL of acetonitrile. The mixture was stirred and allowed to warm to 0° C. over 2 h. The resulting mixture was evaporated and the residue was chromatographed (SiO2 /hexane, then ethyl acetate-hexane=1:4) to give the product (4.00 g, 74%) a...